From a dataset of the Open Reaction Database (ORD), a public repository of structured organic reaction records. describe an organic reaction: reactants, conditions, products, and yield Reactants: BrCC1CCN(CC1)C(=O)OC(C)(C)C (tert-butyl 4-(bromomethyl)piperidine-1-carboxylate), C1(=CC=CC=C1)C1CCNCC1 (4-phenylpiperidine), C([O-])([O-])=O.[K+].[K+] (potassium carbonate). Solvent: CN(C=O)C (N,N-dimethylformamide), O (water). Product: C1(=CC=CC=C1)C1CCN(CC1)CC1CCN(CC1)C(=O)OC(C)(C)C (tert-butyl 4-(4-phenylpiperidinomethyl)piperidine-1-carboxylate). As a reaction SMILES: Br[CH2:2][CH:3]1[CH2:8][CH2:7][N:6]([C:9]([O:11][C:12]([CH3:15])([CH3:14])[CH3:13])=[O:10])[CH2:5][CH2:4]1.[C:16]1([CH:22]2[CH2:27][CH2:26][NH:25][CH2:24][CH2:23]2)[CH:21]=[CH:20][CH:19]=[CH:18][CH:17]=1.C(=O)([O-])[O-].[K+].[K+]>CN(C)C=O.O>[C:16]1([CH:22]2[CH2:23][CH2:24][N:25]([CH2:2][CH:3]3[CH2:8][CH2:7][N:6]([C:9]([O:11][C:12]([CH3:15])([CH3:14])[CH3:13])=[O:10])[CH2:5][CH2:4]3)[CH2:26][CH2:27]2)[CH:21]=[CH:20][CH:19]=[CH:18][CH:17]=1 |f:2.3.4|. Procedure details: A mixture of 3.081 g (11.075 mM) of tert-butyl 4-(bromomethyl)piperidine-1-carboxylate, 1.96 g (12.2 mM) of 4-phenylpiperidine, and 3.06 g (22.2 mM) of potassium carbonate was stirred in 20 ml of N,N-dimethylformamide at 110° C. for 4 hours. This reaction mixture was poured in water and extracted with 2 portions of diethyl ether. The organic layers were combined and dried over MgSO4 and the solvent was distilled off under reduced pressure. The residue was purified by silica gel column chromatogr...